Dataset: the Open Reaction Database (ORD), a public repository of structured organic reaction records. Task: describe an organic reaction: reactants, conditions, products, and yield Reactants: CC1(NC(CC(C1)N)(C)C)C (2,2,6,6-tetramethyl-4-aminopiperidine), C(C(C)C)=O (isobutyraldehyde). Yields the product CC1(NC(CC(C1)N=CC(C)C)(C)C)C (2,2,6,6-tetramethyl-4-(isobutylideneamino)-piperidine). RXN SMILES: [CH3:1][C:2]1([CH3:11])[CH2:7][CH:6]([NH2:8])[CH2:5][C:4]([CH3:10])([CH3:9])[NH:3]1.[CH:12](=O)[CH:13]([CH3:15])[CH3:14]>>[CH3:1][C:2]1([CH3:11])[CH2:7][CH:6]([N:8]=[CH:12][CH:13]([CH3:15])[CH3:14])[CH2:5][C:4]([CH3:10])([CH3:9])[NH:3]1. Procedure: 21.0 g (0.10 mol) of 2,2,6,6-tetramethyl-4-(isobutylideneamino)-piperidine (b.p. 42°-43°/0.05 mm Hg), obtained by condensation of an equimolecular mixture of 2,2,6,6-tetramethyl-4-aminopiperidine with isobutyraldehyde at 0°, and 13.8 g (0.10 mol) of diethyl phosphite and 0.02 g of sodium ethylate (dissolved in 0.3 ml of ethanol) are heated for 31/2 hours at 90°. The reaction product is dissolved in ether, washed with a saturated sodium chloride solution, dried over potassium carbonate and, after... The reactants are N1(CCNCC1)C(=O)OC(C)(C)C (1,1-dimethylethyl 1-piperazinecarboxylate), C(=C)S(=O)(=O)C (methyl vinyl sulfone), C(=O)([O-])[O-].[Na+].[Na+] (Na2CO3), O (H2O). Solvent: C(C)#N (acetonitrile). Yields the product CS(=O)(=O)CCN1CCN(CC1)C(=O)OC(C)(C)C (1,1-dimethylethyl 4-[2-(methylsulfonyl)ethyl]-1-piperazinecarboxylate). The yield is 93.0%. As a reaction SMILES: [N:1]1([C:7]([O:9][C:10]([CH3:13])([CH3:12])[CH3:11])=[O:8])[CH2:6][CH2:5][NH:4][CH2:3][CH2:2]1.[CH:14]([S:16]([CH3:19])(=[O:18])=[O:17])=[CH2:15].C([O-])([O-])=O.[Na+].[Na+].O>C(#N)C>[CH3:19][S:16]([CH2:14][CH2:15][N:4]1[CH2:5][CH2:6][N:1]([C:7]([O:9][C:10]([CH3:13])([CH3:12])[CH3:11])=[O:8])[CH2:2][CH2:3]1)(=[O:18])=[O:17] |f:2.3.4|. Reported procedure: To a solution of 1,1-dimethylethyl 1-piperazinecarboxylate (72.8 g, 390 mmol) in acetonitrile (1.4 L) was added methyl vinyl sulfone (50 g, 470 mmol) and Na2CO3 (124 g, 1170 mmol) and the mixture was refluxed overnight. Then the mixture was cooled to rt, and poured into H2O and extracted with EtOAc. The organic layer was dried over Na2SO4 and the solvent was removed under reduced pressure to give the title compound (106 g, 93% yield). 1H NMR (400 MHz, CDCl3) δ ppm 1.41-1.57 (m, 9H), 2.39-2.51 (m... Reactants: C(C)(C)(C)OC(=O)N1C[C@H](CC1)C=O ((S)-3-Formylpyrrolidine-1-carboxylic acid t-butyl ester), C1CCOC1 (THF), C(CC)[Mg]Cl (Propylmagnesium chloride), CCOCC (ether). Solvent: [NH4+].[Cl-] (NH4Cl). Conditions: temperature -78 celsius. Product: C(C)(C)(C)OC(=O)N1C[C@H](CC1)[C@H](CCC)O ((S)-3-((S)-1-Hydroxybutyl)pyrrolidine-1-carboxylic Acid t-Butyl Ester). The yield is 97.1%. As a reaction SMILES: [C:1]([O:5][C:6]([N:8]1[CH2:12][CH2:11][C@H:10]([CH:13]=[O:14])[CH2:9]1)=[O:7])([CH3:4])([CH3:3])[CH3:2].[CH2:15]1[CH2:19]OC[CH2:16]1.C([Mg]Cl)CC.CCOCC>[NH4+].[Cl-]>[C:1]([O:5][C:6]([N:8]1[CH2:12][CH2:11][C@H:10]([C@@H:13]([OH:14])[CH2:16][CH2:15][CH3:19])[CH2:9]1)=[O:7])([CH3:4])([CH3:3])[CH3:2] |f:4.5|. Procedure: (S)-3-Formylpyrrolidine-1-carboxylic acid t-butyl ester (2.2 g, 11 mmol) and THF (20 mL, 300 mmol) were combined under nitrogen, and the resulting solution was cooled to −78° C. 2.0M Propylmagnesium chloride in ether (11.0 mL, 22.1 mmol) was then added dropwise over 1 hour. The mixture was allowed to warm to room temperature slowly overnight. Then saturated aqueous NH4Cl (20 mL) was added dropwise to quench the reaction. The resulting mixture was extracted with EtOAc (2×50 mL), and the combined ... The reactants are CC(C)CCO, Clc1ccc(Cl)nc1, [Na+], [Na+], O=C([O-])[O-], OCC1CC2CNCCN2C1. Product: OCC1CC2CN(c3ccc(Cl)cn3)CCN2C1. As a reaction SMILES: [CH2:26]([OH:27])[CH2:28][CH:29]([CH3:30])[CH3:31].[Cl:12][c:13]1[n:14][cH:15][c:16]([Cl:19])[cH:17][cH:18]1.[Na+:20].[Na+:21].[O-:22][C:23](=[O:24])[O-:25].[OH:1][CH2:2][CH:3]1[CH2:4][CH:5]2[N:6]([CH2:7][CH2:8][NH:9][CH2:10]2)[CH2:11]1>>[OH:1][CH2:2][CH:3]1[CH2:4][CH:5]2[N:6]([CH2:7][CH2:8][N:9]([c:13]3[n:14][cH:15][c:16]([Cl:19])[cH:17][cH:18]3)[CH2:10]2)[CH2:11]1. The reactants are C1=CC=CC=C1 (benzene), ClC(C(=O)Cl)C (α-chloropropionyl chloride), C(Cl)(Cl)Cl (chloroform), CNC(OC1=CC(=C(C=C1)N)C)=O (3-methyl-4-aminophenyl N-methylcarbamate). Run in C(C)N(CC)CC (triethylamine). Product: CNC(OC1=CC(=C(C=C1)NC(C(C)Cl)=O)C)=O (3-methyl-4-(α-chloropropionamido)phenyl N-methylcarbamate). Isolated yield 95.7%. RXN SMILES: C1C=CC=CC=1.C(Cl)(Cl)Cl.[CH3:11][NH:12][C:13](=[O:23])[O:14][C:15]1[CH:20]=[CH:19][C:18]([NH2:21])=[C:17]([CH3:22])[CH:16]=1.[Cl:24][CH:25]([CH3:29])[C:26](Cl)=[O:27]>C(N(CC)CC)C>[CH3:11][NH:12][C:13](=[O:23])[O:14][C:15]1[CH:20]=[CH:19][C:18]([NH:21][C:26](=[O:27])[CH:25]([Cl:24])[CH3:29])=[C:17]([CH3:22])[CH:16]=1. Procedure details: Utilizing benzene and chloroform as the solvent and triethylamine as the acid acceptor, 3-methyl-4-aminophenyl N-methylcarbamate (2.5g., 0.0139 mole) was reacted with α-chloropropionyl chloride (1.79g., 0.0141 mole) to yield the desired product as a white powder (3.6g.). Recrystallization from ethanol/water to give material with m.p. 167°-70° C.